Dataset: the Open Reaction Database (ORD), a public repository of structured organic reaction records. Task: describe an organic reaction: reactants, conditions, products, and yield Reactants: [Li]C(C)(C)C, CC(O[Si](C)(C)C(C)(C)C)c1ncco1, C1CCOC1, CCCCC, [Cl-], N#N, [NH4+], CN(C)C=O, O. Yields the product CC(O[Si](C)(C)C(C)(C)C)c1ncc(C=O)o1. RXN SMILES: [C:18]([Li:19])([CH3:20])([CH3:21])[CH3:22].[C:3]([CH3:4])([CH3:5])([CH3:6])[Si:7]([O:8][CH:9]([CH3:10])[c:11]1[o:12][cH:13][cH:14][n:15]1)([CH3:16])[CH3:17].[CH2:30]1[O:31][CH2:32][CH2:33][CH2:34]1.[CH3:35][CH2:36][CH2:37][CH2:38][CH3:39].[Cl-:28].[N:1]#[N:2].[NH4+:29].[O:23]=[CH:24][N:25]([CH3:26])[CH3:27].[OH2:40]>>[C:3]([CH3:4])([CH3:5])([CH3:6])[Si:7]([O:8][CH:9]([CH3:10])[c:11]1[o:12][c:13]([CH:24]=[O:23])[cH:14][n:15]1)([CH3:16])[CH3:17]. The reactants are CCC(CCC1CCCC(O)C1)C(=O)OC(C)(C)C, C=CCBr, COC(C)(C)C, CN(C)C=O, [H-], [Na+]. Yields the product C=CCOC1CCCC(CCC(CC)C(=O)OC(C)(C)C)C1. Reaction SMILES: [CH2:1]([CH3:2])[CH:3]([C:4](=[O:5])[O:6][C:7]([CH3:8])([CH3:9])[CH3:10])[CH2:11][CH2:12][CH:13]1[CH2:14][CH:15]([OH:19])[CH2:16][CH2:17][CH2:18]1.[CH2:22]([CH:23]=[CH2:24])[Br:25].[CH3:26][O:27][C:28]([CH3:29])([CH3:30])[CH3:31].[CH3:32][N:33]([CH3:34])[CH:35]=[O:36].[H-:20].[Na+:21]>>[CH2:1]([CH3:2])[CH:3]([C:4](=[O:5])[O:6][C:7]([CH3:8])([CH3:9])[CH3:10])[CH2:11][CH2:12][CH:13]1[CH2:14][CH:15]([O:19][CH2:24][CH:23]=[CH2:22])[CH2:16][CH2:17][CH2:18]1. Reactants: C(CC)N(C1CC2=CC(=C(C=C2C1)C(=O)[O-])C(=O)[O-])CCC (2-(dipropylamino)-2,3-dihydro-1H-indene-5,6-dicarboxylate), C1(=CC=CC=C1)CCCN (3-phenylpropylamine), Cl (HCl). Product: C(CC)N(C1CC=2C(=CC=3C(N(C(C3C2)=O)CCCC2=CC=CC=C2)=O)C1)CCC (6-(Dipropylamino)-6,7-dihydro-2-(3-phenylpropyl)cyclopent[f]isoindole-1,3(2H,5H)-dione). RXN SMILES: [CH2:1]([N:4]([CH2:20][CH2:21][CH3:22])[CH:5]1[CH2:13][C:12]2[C:7](=[CH:8][C:9]([C:17]([O-])=[O:18])=[C:10]([C:14]([O-])=[O:15])[CH:11]=2)[CH2:6]1)[CH2:2][CH3:3].[C:23]1([CH2:29][CH2:30][CH2:31][NH2:32])[CH:28]=[CH:27][CH:26]=[CH:25][CH:24]=1.Cl>>[CH2:20]([N:4]([CH2:1][CH2:2][CH3:3])[CH:5]1[CH2:6][C:7]2=[CH:8][C:9]3[C:17](=[O:18])[N:32]([CH2:31][CH2:30][CH2:29][C:23]4[CH:28]=[CH:27][CH:26]=[CH:25][CH:24]=4)[C:14](=[O:15])[C:10]=3[CH:11]=[C:12]2[CH2:13]1)[CH2:21][CH3:22]. Procedure: Using procedure 49, 2-(dipropylamino)-2,3-dihydro-1H-indene-5,6-dicarboxylate (92, 0.35 g, 1.0 mmol) was treated with 3-phenylpropylamine(0.19 mL, 1.4 mmol). Purification using silica gel, eluting with 9:1 CH2Cl2 /acetone, afforded an oil that was converted to an HCl salt and recrystallized from hot MeOH/EtOAc to give 114 as a white solid (m.p. 222-223° C.). Reactants: monohydrate, [OH-].[Na+] (sodium hydroxide), O (water), C1N(CCN2[C@H]1C1=C(CC3=C2C=CC=C3)C=CC=C1)CCOCC(=O)OCC (Ethyl (S)-2-(1,2,3,4,10,14b-hexahydrodibenzo[c,f]pyrazino[1,2-a]azepin-2-yl)ethoxyacetate), Cl (hydrochloric acid). Run in C(C)O (ethanol). Conditions: time 2 hour. The product is C1N(CCN2[C@H]1C1=C(CC3=C2C=CC=C3)C=CC=C1)CCOCC(=O)O ((S)-2-(1,2,3,4,10,14b-Hexahydrodibenzo[c,f]pyrazino[1,2-a]azepin-2-yl)ethoxyacetic Acid). Yield: 94.4%. RXN SMILES: [OH-].[Na+].O.[CH2:4]1[C@@H:9]2[C:10]3[CH:22]=[CH:21][CH:20]=[CH:19][C:11]=3[CH2:12][C:13]3[CH:18]=[CH:17][CH:16]=[CH:15][C:14]=3[N:8]2[CH2:7][CH2:6][N:5]1[CH2:23][CH2:24][O:25][CH2:26][C:27]([O:29]CC)=[O:28].Cl>C(O)C>[CH2:4]1[C@@H:9]2[C:10]3[CH:22]=[CH:21][CH:20]=[CH:19][C:11]=3[CH2:12][C:13]3[CH:18]=[CH:17][CH:16]=[CH:15][C:14]=3[N:8]2[CH2:7][CH2:6][N:5]1[CH2:23][CH2:24][O:25][CH2:26][C:27]([OH:29])=[O:28] |f:0.1|. Procedure details: 65 ml of a 10% w/v aqueous solution of sodium hydroxide and 200 ml of water were added to a solution of 44.85 g of ethyl (S)-2-(1,2,3,4,10,14b-hexahydrodibenzo[c,f]pyrazino[1,2-a]azepin-2-yl)ethoxyacetate (prepared as described in Example 58) in 450 ml of ethanol, and the mixture was stirred at room temperature for 2 hours. At the end of this time, it was adjusted to a pH value of 4 by the addition of concentrated hydrochloric acid and concentrated by evaporation under reduced pressure. The crys... Reactants: C(C)N1C(NC2=C1C=CC=C2)=O (1-Ethyl-2-benzimidazolinone), Cl (Hydrogen chloride). Run in P(=O)(Cl)(Cl)Cl (phosphorus oxychloride). Yields the product ClC1=NC2=C(N1CC)C=CC=C2 (2-chloro-1-ethylbenzimidazole). Yield: 77.0%. As a reaction SMILES: [CH2:1]([N:3]1[C:7]2[CH:8]=[CH:9][CH:10]=[CH:11][C:6]=2[NH:5][C:4]1=O)[CH3:2].[ClH:13]>P(Cl)(Cl)(Cl)=O>[Cl:13][C:4]1[N:3]([CH2:1][CH3:2])[C:7]2[CH:8]=[CH:9][CH:10]=[CH:11][C:6]=2[N:5]=1. Procedure: 1-Ethyl-2-benzimidazolinone (100 g, 0.62 mol) was dissolved in phosphorus oxychloride (475 mL) with stirring and heated to reflux temperature. Hydrogen chloride gas was passed into the refluxing solution for 4 h. Excess phosphorous oxychloride was removed on a rotary evaporator at 70° C. The residue was poured into a stirred mixture of aqueous potassium carbonate solution and methylene chloride. The mixture was basified with 50% sodium hydroxide solution and the methylene chloride layer was sepa... Starting materials: O=C([O-])[O-], CC#N, C#CCCCCCCCC, CC(C)c1cc(S(=O)(=O)[O-])cc(C(C)C)c1-c1ccccc1P(C1CCCCC1)C1CCCCC1, [Cs+], [Cs+], [Na+], O, O=C(O)c1ccc(Cl)cc1. The product is CCCCCCCCC#Cc1ccc(C(=O)O)cc1. Reaction SMILES: [C:57](=[O:58])([O-:59])[O-:60].[CH3:63][C:64]#[N:65].[CH:11]#[C:12][CH2:13][CH2:14][CH2:15][CH2:16][CH2:17][CH2:18][CH2:19][CH3:20].[CH:21]1([P:22]([CH:23]2[CH2:24][CH2:25][CH2:26][CH2:27][CH2:28]2)[c:29]2[cH:30][cH:31][cH:32][cH:33][c:34]2-[c:35]2[c:36]([CH:37]([CH3:38])[CH3:39])[cH:40][c:41]([S:42]([O-:43])(=[O:44])=[O:45])[cH:46][c:47]2[CH:48]([CH3:49])[CH3:50])[CH2:51][CH2:52][CH2:53][CH2:54][CH2:55]1.[Cs+:61].[Cs+:62].[Na+:56].[OH2:66].[OH:1][C:2](=[O:3])[c:4]1[cH:5][cH:6][c:7]([Cl:8])[cH:9][cH:10]1>>[OH:1][C:2](=[O:3])[c:4]1[cH:5][cH:6][c:7]([C:11]#[C:12][CH2:13][CH2:14][CH2:15][CH2:16][CH2:17][CH2:18][CH2:19][CH3:20])[cH:9][cH:10]1. The reactants are IC1=CC(=CC(=C1)C(F)(F)F)C(F)(F)F (1-iodo-3,5-bis(trifluoromethyl)benzene), C1(=CC=CC=C1)P(C1=CC=CC=C1)C1=CC=CC=C1 (triphenylphosphine), C(C#C)O (propargyl alcohol), C(C)(C)N(CC)C(C)C (diisopropylethylamine). Reagents/catalysts: [Cu]I (copper(I) iodide), C1=CC=C(C=C1)/C=C/C(=O)/C=C/C2=CC=CC=C2.C1=CC=C(C=C1)/C=C/C(=O)/C=C/C2=CC=CC=C2.C1=CC=C(C=C1)/C=C/C(=O)/C=C/C2=CC=CC=C2.C(Cl)(Cl)Cl.[Pd].[Pd] (tris(dibenzylideneacetone)dipalladium(0) chloroform adduct). Run in [Cl-].[Na+].O (brine), O1CCCC1 (tetrahydrofuran). Conditions: time 6 hour. Product: FC(C=1C=C(C=C(C1)C(F)(F)F)C#CCO)(F)F (3-[3,5-bis(trifluoromethyl)phenyl]-2-propyne-1-ol). Reaction SMILES: I[C:2]1[CH:7]=[C:6]([C:8]([F:11])([F:10])[F:9])[CH:5]=[C:4]([C:12]([F:15])([F:14])[F:13])[CH:3]=1.C1(P(C2C=CC=CC=2)C2C=CC=CC=2)C=CC=CC=1.[CH2:35]([OH:38])[C:36]#[CH:37].C(N(C(C)C)CC)(C)C>[Cl-].[Na+].O.[Cu]I.C1C=CC(/C=C/C(/C=C/C2C=CC=CC=2)=O)=CC=1.C1C=CC(/C=C/C(/C=C/C2C=CC=CC=2)=O)=CC=1.C1C=CC(/C=C/C(/C=C/C2C=CC=CC=2)=O)=CC=1.C(Cl)(Cl)Cl.[Pd].[Pd].O1CCCC1>[F:13][C:12]([F:15])([F:14])[C:4]1[CH:3]=[C:2]([C:37]#[C:36][CH2:35][OH:38])[CH:7]=[C:6]([C:8]([F:11])([F:10])[F:9])[CH:5]=1 |f:4.5.6,8.9.10.11.12.13|. Procedure details: A mixture of 1-iodo-3,5-bis(trifluoromethyl)benzene (5.00 g), copper(I) iodide (56.0 mg), triphenylphosphine (193 mg), tris(dibenzylideneacetone)dipalladium(0) chloroform adduct (304 mg), propargyl alcohol (0.954 ml), diisopropylethylamine (10.2 ml) and tetrahydrofuran (100 ml) was stirred at room temperature for 6 hr. The reaction mixture was added to brine, and the mixture was extracted with ethyl acetate, washed with saturated brine, and dried over anhydrous magnesium sulfate. The solvent was...